This data is from the Open Reaction Database (ORD), a public repository of structured organic reaction records. The task is: describe an organic reaction: reactants, conditions, products, and yield The reactants are [Li+].[OH-] (LiOH), C(C)[SiH](CC)CC (triethylsilane), C(=O)(C(F)(F)F)O (TFA), ClC1=NC=C(C(=N1)C1=CC2=C(S1)C=CC=C2C(=O)N)Cl (2-(2,5-dichloropyrimidin-4-yl)-benzo[b]thiophene-4-carboxylic acid amide), C(C)(C)(C)OC(=O)N1CCC(CC1)CCN (4-(2-aminoethyl)-piperidine-1-carboxylic acid tert-butyl ester), C(C)(C)N(CC)C(C)C (diisopropylethylamine). Solvent: ClCCl (dichloromethane), ClCCl (dichloromethane), CO (MeOH), O1CCOCC1 (1,4-dioxane). Run at temperature 97 celsius, time 2 hour. Product: ClC=1C(=NC(=NC1)NCCC1CCNCC1)C1=CC2=C(S1)C=CC=C2C(=O)N (2-[5-Chloro-2-(2-piperidin-4-ylethylamino)-pyrimidin-4-yl]-benzo[b]thiophene-4-carboxylic acid amide). Yield: 51.1%. As a reaction SMILES: Cl[C:2]1[N:7]=[C:6]([C:8]2[S:12][C:11]3[CH:13]=[CH:14][CH:15]=[C:16]([C:17]([NH2:19])=[O:18])[C:10]=3[CH:9]=2)[C:5]([Cl:20])=[CH:4][N:3]=1.C(OC([N:28]1[CH2:33][CH2:32][CH:31]([CH2:34][CH2:35][NH2:36])[CH2:30][CH2:29]1)=O)(C)(C)C.C(N(C(C)C)CC)(C)C.C([SiH](CC)CC)C.C(O)(C(F)(F)F)=O.[Li+].[OH-]>O1CCOCC1.ClCCl.CO>[Cl:20][C:5]1[C:6]([C:8]2[S:12][C:11]3[CH:13]=[CH:14][CH:15]=[C:16]([C:17]([NH2:19])=[O:18])[C:10]=3[CH:9]=2)=[N:7][C:2]([NH:36][CH2:35][CH2:34][CH:31]2[CH2:32][CH2:33][NH:28][CH2:29][CH2:30]2)=[N:3][CH:4]=1 |f:5.6|. Procedure details: A stirred mixture of 2-(2,5-dichloropyrimidin-4-yl)-benzo[b]thiophene-4-carboxylic acid amide (305 mg, 0.941 mmol), 4-(2-aminoethyl)-piperidine-1-carboxylic acid tert-butyl ester (430 mg, 1.88 mmol) and diisopropylethylamine (0.492 mL, 2.82 mmol) in 1,4-dioxane (6 mL) is heated at 97° C. under a nitrogen atmosphere for 7 hours. At room temperature the mixture is concentrated in vacuo to give a crude solid and it is subjected to a subsequent deprotection reaction. The solid is suspended in dichlo... The reactants are BrC1=C(N)C=CC=C1 (2-bromoaniline), C(C)(=O)OC(C)=O (acetic anhydride). Reagents/catalysts: CN(C)C=1C=CN=CC1 (DMAP). Run in C(Cl)Cl (CH2Cl2). Run at time 8 hour. Yields the product BrC1=C(C=CC=C1)NC(C)=O (N-(2-bromo-phenyl)-acetamide). Reaction SMILES: [Br:1][C:2]1[CH:8]=[CH:7][CH:6]=[CH:5][C:3]=1[NH2:4].[C:9](OC(=O)C)(=[O:11])[CH3:10]>CN(C1C=CN=CC=1)C.C(Cl)Cl>[Br:1][C:2]1[CH:8]=[CH:7][CH:6]=[CH:5][C:3]=1[NH:4][C:9](=[O:11])[CH3:10]. Procedure: A solution of 2-bromoaniline (22.0 g, 12.8 mmol), acetic anhydride (13.06 g, 12.8 mmol) and a catalytic amount of DMAP in CH2Cl2 (100 mL) was stirred at 0° C. The mixture was slowly warmed to room temperature and stirred overnight. The reaction mixture was washed with saturated aqueous NaHCO3 solution and concentrated. The residue was triturated with hexanes/CH2Cl2, the solid was filtered and rinsed with hexanes to give aa (25.4 g, 92.8%). HPLC Rt=1.523 min. Starting materials: [Na] (sodium), N1N=CN=C1 (1,2,4-triazole), ClC=1C=C(C=CC1Cl)C1(OC1)CC#C (2-(3,4-dichlorophenyl)-2-propargyl-oxirane). RXN SMILES: [Na].[NH:2]1[CH:6]=[N:5][CH:4]=[N:3]1.[Cl:7][C:8]1[CH:9]=[C:10]([C:15]2([CH2:18][C:19]#[CH:20])[CH2:17][O:16]2)[CH:11]=[CH:12][C:13]=1[Cl:14]>C(O)CCC>[Cl:7][C:8]1[CH:9]=[C:10]([C:15]([OH:16])([CH2:17][N:2]2[CH:6]=[N:5][CH:4]=[N:3]2)[CH2:18][C:19]#[CH:20])[CH:11]=[CH:12][C:13]=1[Cl:14] |^1:0|. Product: ClC=1C=C(C=CC1Cl)C(CC#C)(CN1N=CN=C1)O (4-(3,4-dichlorophenyl)-5-(1,2,4-triazol-1-yl)-pent-1-in-4-ol). The solvent is C(CCC)O (n-butanol), C(CCC)O (n-butanol). Procedure: 0.275 g (0.011 mol) of sodium is introduced into a boiling solution of 8.05 g (0.116 mol) of 1,2,4-triazole in 400 ml of n-butanol. 24 g (0.105 mol) of 2-(3,4-dichlorophenyl)-2-propargyl-oxirane, dissolved in 50 ml of n-butanol, are then added. The solution is heated at the boil for 12 hours, the solvent is distilled off in vacuo, the residue is taken up in 200 ml of trichloromethane, the solution is washed with twice 50 ml of water, and the organic phase is dried over anhydrous sodium sulphate ... Yield: 59.3%. Reaction SMILES: [C:28](=[O:29])([O-:30])[O-:31].[CH3:22][c:23]1[nH:24][cH:25][cH:26][n:27]1.[CH3:34][N:35]([CH3:36])[CH:37]=[O:38].[Cl:1][c:2]1[o:3][c:4]([CH2:14][CH2:15][CH2:16][C:17](=[O:18])[O:19][CH2:20][CH3:21])[c:5](-[c:7]2[cH:8][cH:9][c:10]([F:13])[cH:11][cH:12]2)[n:6]1.[K+:32].[K+:33].[OH2:39]>>[c:2]1(-[n:24]2[c:23]([CH3:22])[n:27][cH:26][cH:25]2)[o:3][c:4]([CH2:14][CH2:15][CH2:16][C:17](=[O:18])[O:19][CH2:20][CH3:21])[c:5](-[c:7]2[cH:8][cH:9][c:10]([F:13])[cH:11][cH:12]2)[n:6]1. Reactants: O=C([O-])[O-], Cc1ncc[nH]1, CN(C)C=O, CCOC(=O)CCCc1oc(Cl)nc1-c1ccc(F)cc1, [K+], [K+], O. The product is CCOC(=O)CCCc1oc(-n2ccnc2C)nc1-c1ccc(F)cc1. Reactants: C(C)(C)(C)OC(NC1(CCC1)C=1NC(=CN1)C1=CC=C(C=C1)Br)=O ({1-[5-(4-Bromo-phenyl)-1H-imidazol-2-yl]-cyclobutyl}-carbamic acid tert-butyl ester), B1(OC(C(O1)(C)C)(C)C)B2OC(C(O2)(C)C)(C)C (bis(pinacolato)diboron), CC(=O)[O-].[K+] (KOAc). The reagents and catalysts are C=1C=CC(=CC1)[P](C=2C=CC=CC2)(C=3C=CC=CC3)[Pd]([P](C=4C=CC=CC4)(C=5C=CC=CC5)C=6C=CC=CC6)([P](C=7C=CC=CC7)(C=8C=CC=CC8)C=9C=CC=CC9)[P](C=1C=CC=CC1)(C=1C=CC=CC1)C=1C=CC=CC1 (Pd(PPh3)4). Run in O1CCOCC1 (1,4-dioxane). Reaction conditions: temperature 80 celsius, time 18 hour. The product is B(O)O.C(C)(C)(C)OC(NC1(CCC1)C=1NC=CN1)=O ({1-[1H-imidazol-2-yl]-cyclobutyl}-carbamic acid tert-butyl ester boronic acid). RXN SMILES: [C:1]([O:5][C:6](=[O:24])[NH:7][C:8]1([C:12]2[NH:13][C:14](C3C=CC(Br)=CC=3)=[CH:15][N:16]=2)[CH2:11][CH2:10][CH2:9]1)([CH3:4])([CH3:3])[CH3:2].[B:25]1(B2OC(C)(C)C(C)(C)O2)[O:29]C(C)(C)C(C)(C)[O:26]1.CC([O-])=O.[K+]>O1CCOCC1.C1C=CC([P]([Pd]([P](C2C=CC=CC=2)(C2C=CC=CC=2)C2C=CC=CC=2)([P](C2C=CC=CC=2)(C2C=CC=CC=2)C2C=CC=CC=2)[P](C2C=CC=CC=2)(C2C=CC=CC=2)C2C=CC=CC=2)(C2C=CC=CC=2)C2C=CC=CC=2)=CC=1>[BH:25]([OH:29])[OH:26].[C:1]([O:5][C:6](=[O:24])[NH:7][C:8]1([C:12]2[NH:13][CH:14]=[CH:15][N:16]=2)[CH2:11][CH2:10][CH2:9]1)([CH3:4])([CH3:2])[CH3:3] |f:2.3,6.7,^1:57,59,78,97|. Procedure details: {1-[5-(4-Bromo-phenyl)-1H-imidazol-2-yl]-cyclobutyl}-carbamic acid tert-butyl ester (110 mg, 0.28) in 1,4-dioxane (2.5 mL) was treated with bis(pinacolato)diboron (150 mg, 0.59 mmol), Pd(PPh3)4 (13 mg, 0.011 mmol), and KOAc (71 mg, 0.73 mmol). The mixture was stirred in a sealed tube at 80° C. for 18 hours. The mixture was filtered through a fritted glass funnel and concentrated. The mixture was subjected to a reverse phase HPLC column (5-95% MeCN—H2O; 0.1% TFA modifier) to afford {1-[1H-imidazo... Starting materials: ON1N=NC2=C1C=CC=C2 (1-hydroxybenzotriazole), [F-].C(CCC)[N+](CCCC)(CCCC)CCCC (tetrabutylammonium fluoride), Example 27 ( 27d ), Example 24 ( 24d ), O1CCCC1 (tetrahydrofuran), solution, ON=C(N)C=1C(=NC(=CC1)CO[Si](C(C)C)(C(C)C)C(C)C)C (N′-hydroxy-2-methyl-6-{[(triisopropylsilyl)oxy]methyl}pyridine-3-carboximidamide), Example 12 ( 12a ), C(C(C)C)C1=C(C=C(C(=O)O)C=C1)C (4-isobutyl-3-methylbenzoic acid), Cl.C(C)N=C=NCCCN(C)C (1-ethyl-3-(3-dimethylaminopropyl)carbodiimide hydrochloride). Product: crude product, C(C(C)C)C1=C(C=C(C=C1)C1=NC(=NO1)C=1C=CC(=NC1C)CO)C ({5-[5-(4-Isobutyl-3-methylphenyl)-1,2,4-oxadiazol-3-yl]-6-methyl pyridin-2-yl}methanol). RXN SMILES: [CH2:1]([C:5]1[CH:13]=[CH:12][C:8]([C:9]([OH:11])=O)=[CH:7][C:6]=1[CH3:14])[CH:2]([CH3:4])[CH3:3].ON1C2C=CC=CC=2N=N1.Cl.C(N=C=NCCCN(C)C)C.O[N:38]=[C:39]([C:41]1[C:42]([CH3:59])=[N:43][C:44]([CH2:47][O:48][Si](C(C)C)(C(C)C)C(C)C)=[CH:45][CH:46]=1)[NH2:40].[F-].C([N+](CCCC)(CCCC)CCCC)CCC.O1CCCC1>>[CH2:1]([C:5]1[CH:13]=[CH:12][C:8]([C:9]2[O:11][N:40]=[C:39]([C:41]3[CH:46]=[CH:45][C:44]([CH2:47][OH:48])=[N:43][C:42]=3[CH3:59])[N:38]=2)=[CH:7][C:6]=1[CH3:14])[CH:2]([CH3:3])[CH3:4] |f:2.3,5.6|. Reported procedure: The crude product of the title compound was synthesized by conducting the similar reaction to that mentioned in Example 12 (12a) using 4-isobutyl-3-methylbenzoic acid (96 mg, 0.50 mmol) that was obtained in Example 27 (27d), 1-hydroxybenzotriazole (72 mg, 0.53 mmol), 1-ethyl-3-(3-dimethylaminopropyl)carbodiimide hydrochloride (0.10 g, 0.53 mmol), N′-hydroxy-2-methyl-6-{[(triisopropylsilyl)oxy]methyl}pyridine-3-carboximidamide (0.16 g, 0.48 mmol) that was obtained in Example 24 (24d) and a 1.0 M ... Reactants: C1(CCCCC1)OC1=CC=C(C(=O)Cl)C=C1 (4-cyclohexyloxybenzoyl chloride), C(CCCCCCN)N (1,7-heptanediamine), [OH-].[K+] (potassium hydroxide). Run in C(CCl)Cl (ethylene dichloride). Yields the product C1(CCCCC1)OC1=CC=C(C(=O)NCCCCCCCNC(C2=CC=C(C=C2)OC2CCCCC2)=O)C=C1 (N,N'-Heptamethylenebis(4-cyclohexyloxybenzamide)). Reaction SMILES: [CH:1]1([O:7][C:8]2[CH:16]=[CH:15][C:11]([C:12](Cl)=[O:13])=[CH:10][CH:9]=2)[CH2:6][CH2:5][CH2:4][CH2:3][CH2:2]1.[CH2:17]([NH2:25])[CH2:18][CH2:19][CH2:20][CH2:21][CH2:22][CH2:23][NH2:24].[OH-:26].[K+]>C(Cl)CCl>[CH:1]1([O:7][C:8]2[CH:16]=[CH:15][C:11]([C:12]([NH:24][CH2:23][CH2:22][CH2:21][CH2:20][CH2:19][CH2:18][CH2:17][NH:25][C:12](=[O:13])[C:11]3[CH:15]=[CH:16][C:8]([O:26][CH:1]4[CH2:6][CH2:5][CH2:4][CH2:3][CH2:2]4)=[CH:9][CH:10]=3)=[O:13])=[CH:10][CH:9]=2)[CH2:6][CH2:5][CH2:4][CH2:3][CH2:2]1 |f:2.3|. Procedure: m.p. 144°-145° C., 27.3 g., was prepared as in Example 1 using 4-cyclohexyloxybenzoyl chloride (from 42.0 g. of the corresponding acid as in Example 6) in 100 ml. of ethylene dichloride, 11.7 g. of 1,7-heptanediamine, 200 ml. of 10% potassium hydroxide solution, 500 ml. of ethylene dichloride and recrystallization from acetonitrile using decolorizing charcoal.